From a dataset of the Open Reaction Database (ORD), a public repository of structured organic reaction records. describe an organic reaction: reactants, conditions, products, and yield Reactants: Compound II, ClC1=CC=C(CNC(NOCC(=O)O)=O)C=C1 (2-(3-(4-chlorobenzyl)ureidooxy)acetic acid), N[C@H](C(=O)N([C@H](C(OCC)OCC)C)CC=1C2=C(SC1)C=CC=C2)CC2=CC=C(C=C2)OC(C)(C)C ((S)-2-amino-N-(benzo[b]thiophen-3-ylmethyl)-3-(4-tert-butoxyphenyl)-N—((S)-1,1-diethoxypropan-2-yl)propanamide). Product: ClC1=CC=C(CNC(=O)NOCC(=O)N[C@H](C(=O)N([C@H](C(OCC)OCC)C)CC=2C3=C(SC2)C=CC=C3)CC3=CC=C(C=C3)OC(C)(C)C)C=C1 (1-(4-chlorobenzyl)-3-(2-((S)-1-((benzo[b]thiophen-3-ylmethyl)((S)-1,1-diethoxy-propan-2-yl)amino)-3-(4-tert-butoxyphenyl)-1-oxopropan-2-ylamino)-2-oxoethoxy)urea). RXN SMILES: [Cl:1][C:2]1[CH:17]=[CH:16][C:5]([CH2:6][NH:7][C:8](=[O:15])[NH:9][O:10][CH2:11][C:12]([OH:14])=O)=[CH:4][CH:3]=1.[NH2:18][C@@H:19]([CH2:42][C:43]1[CH:48]=[CH:47][C:46]([O:49][C:50]([CH3:53])([CH3:52])[CH3:51])=[CH:45][CH:44]=1)[C:20]([N:22]([CH2:32][C:33]1[C:34]2[CH:41]=[CH:40][CH:39]=[CH:38][C:35]=2[S:36][CH:37]=1)[C@@H:23]([CH3:31])[CH:24]([O:28][CH2:29][CH3:30])[O:25][CH2:26][CH3:27])=[O:21]>>[Cl:1][C:2]1[CH:3]=[CH:4][C:5]([CH2:6][NH:7][C:8]([NH:9][O:10][CH2:11][C:12]([NH:18][C@@H:19]([CH2:42][C:43]2[CH:48]=[CH:47][C:46]([O:49][C:50]([CH3:53])([CH3:51])[CH3:52])=[CH:45][CH:44]=2)[C:20]([N:22]([CH2:32][C:33]2[C:34]3[CH:41]=[CH:40][CH:39]=[CH:38][C:35]=3[S:36][CH:37]=2)[C@@H:23]([CH3:31])[CH:24]([O:28][CH2:29][CH3:30])[O:25][CH2:26][CH3:27])=[O:21])=[O:14])=[O:15])=[CH:16][CH:17]=1. Reported procedure: According to the procedure described in the synthesis method of Compound II-15, 2-(3-(4-chlorobenzyl)ureidooxy)acetic acid (Compound VI-11) 76 mg (0.29 mmol) was coupled with (S)-2-amino-N-(benzo[b]thiophen-3-ylmethyl)-3-(4-tert-butoxyphenyl)-N—((S)-1,1-diethoxypropan-2-yl)propanamide (Compound IV-6) 100 mg (0.20 mmol) to obtain the title compound.